Dataset: the Open Reaction Database (ORD), a public repository of structured organic reaction records. Task: describe an organic reaction: reactants, conditions, products, and yield The product is CCCCCCCCc1ccc(N(Cc2ccccc2)C(=O)Nc2c(C(C)C)cccc2C(C)C)cc1. Reactants: CCCCCCCCc1ccc(NCc2ccccc2)cc1, CC(C)c1cccc(C(C)C)c1N=C=O. RXN SMILES: [CH2:1]([c:2]1[cH:3][cH:4][cH:5][cH:6][cH:7]1)[NH:8][c:9]1[cH:10][cH:11][c:12]([CH2:15][CH2:16][CH2:17][CH2:18][CH2:19][CH2:20][CH2:21][CH3:22])[cH:13][cH:14]1.[CH:23]([CH3:24])([CH3:25])[c:26]1[c:27]([N:35]=[C:36]=[O:37])[c:28]([CH:32]([CH3:33])[CH3:34])[cH:29][cH:30][cH:31]1>>[CH2:1]([c:2]1[cH:3][cH:4][cH:5][cH:6][cH:7]1)[N:8]([c:9]1[cH:10][cH:11][c:12]([CH2:15][CH2:16][CH2:17][CH2:18][CH2:19][CH2:20][CH2:21][CH3:22])[cH:13][cH:14]1)[C:36]([NH:35][c:27]1[c:26]([CH:23]([CH3:24])[CH3:25])[cH:31][cH:30][cH:29][c:28]1[CH:32]([CH3:33])[CH3:34])=[O:37]. The reactants are CC(CCCC)=O (2-hexanone), NC1=C(C=CC=C1)O (o-aminophenol). Run at time 320 minute. Product: CC(CCCC)NC1=C(C=CC=C1)O (2-(1-methylpentylamino)phenol). RXN SMILES: [CH3:1][C:2](=[O:7])[CH2:3][CH2:4][CH2:5][CH3:6].[NH2:8][C:9]1[CH:14]=[CH:13][CH:12]=[CH:11][C:10]=1O>>[CH3:14][CH:9]([NH:8][C:3]1[CH:4]=[CH:5][CH:6]=[CH:1][C:2]=1[OH:7])[CH2:10][CH2:11][CH2:12][CH3:13]. Procedure details: The same procedure as in Example 3 was repeated except for using 145 mL (121 g; 1.2 mol) of 2-hexanone in place of 100 mL of acetone, to conduct the reaction. As a result, it was confirmed that the rate of conversion of o-aminophenol was 93%, the selectivity to the N-monoalkylated compound (molar ratio of the monoalkylated compound to a sum of the mono- and di-alkylated compounds) was 41%, and the oxygen absorption initiation time as an index of determining an oxidation-inhibiting property there...